Dataset: the Open Reaction Database (ORD), a public repository of structured organic reaction records. Task: describe an organic reaction: reactants, conditions, products, and yield Starting materials: FC(C=1C=C(CN(C(C2=CN=C(C=C2C2=C(C=CC=C2)C)Cl)=O)C)C=C(C1)C(F)(F)F)(F)F (N-(3,5-bis-trifluoromethyl-benzyl)-6-chloro-N-methyl-4-o-tolyl-nicotinamide), CC(CC)=O (2-butanone), I (hydroiodic acid), C([O-])(O)=O.[Na+] (sodium bicarbonate). The solvent is C(C)(=O)OCC (ethyl acetate). Run at temperature 80 celsius. Yields the product FC(C=1C=C(CN(C(C2=CN=C(C=C2C2=C(C=CC=C2)C)I)=O)C)C=C(C1)C(F)(F)F)(F)F (N-(3,5-Bis-trifluoromethyl-benzyl)-6-iodo-N-methyl-4-o-tolyl-nicotinamide). Yield: 93.6%. RXN SMILES: [F:1][C:2]([F:33])([F:32])[C:3]1[CH:4]=[C:5]([CH:25]=[C:26]([C:28]([F:31])([F:30])[F:29])[CH:27]=1)[CH2:6][N:7]([CH3:24])[C:8](=[O:23])[C:9]1[C:14]([C:15]2[CH:20]=[CH:19][CH:18]=[CH:17][C:16]=2[CH3:21])=[CH:13][C:12](Cl)=[N:11][CH:10]=1.CC(=O)CC.[IH:39].C(=O)(O)[O-].[Na+]>C(OCC)(=O)C>[F:1][C:2]([F:33])([F:32])[C:3]1[CH:4]=[C:5]([CH:25]=[C:26]([C:28]([F:31])([F:30])[F:29])[CH:27]=1)[CH2:6][N:7]([CH3:24])[C:8](=[O:23])[C:9]1[C:14]([C:15]2[CH:20]=[CH:19][CH:18]=[CH:17][C:16]=2[CH3:21])=[CH:13][C:12]([I:39])=[N:11][CH:10]=1 |f:3.4|. Procedure: To a solution of 1.00 g (2.05 mmol) N-(3,5-bis-trifluoromethyl-benzyl)-6-chloro-N-methyl-4-o-tolyl-nicotinamide in 10 ml 2-butanone 1.1 g (7.2 mmol) sodium iodide and 0.28 ml (2.1 mmol) hydroiodic acid (57% in water) were added at room temperature. The mixture was heated at 80° C. for 2 h. After cooling to room temperature the mixture was diluted with ethyl acetate and treated with saturated aqueous sodium bicarbonate solution. The layers were separated, the organic layer washed with water, drie... Reactants: C(=O)(OC)C=P(C1=CC=CC=C1)(C1=CC=CC=C1)C1=CC=CC=C1 ((carbomethoxymethylene)triphenylphosphorane), COC1=CC=C(C=C1)/C(=C/C=O)/CCC ((E)-3-(4-methoxyphenyl)-2-hexenal). Solvent: C(Cl)(Cl)(Cl)Cl (carbon tetrachloride), ClCCl (dichloromethane). Yields the product COC(\C=C\C=C(/CCC)\C1=CC=C(C=C1)OC)=O ((E,E)-5-(4-methoxyphenyl)-2,4-octadienoic acid methyl ester). As a reaction SMILES: [CH3:1][O:2][C:3]1[CH:8]=[CH:7][C:6](/[C:9](/[CH2:13][CH2:14][CH3:15])=[CH:10]/[CH:11]=O)=[CH:5][CH:4]=1.[C:16]([CH:20]=P(C1C=CC=CC=1)(C1C=CC=CC=1)C1C=CC=CC=1)([O:18][CH3:19])=[O:17]>C(Cl)(Cl)(Cl)Cl.ClCCl>[CH3:19][O:18][C:16](=[O:17])/[CH:20]=[CH:11]/[CH:10]=[C:9](/[C:6]1[CH:7]=[CH:8][C:3]([O:2][CH3:1])=[CH:4][CH:5]=1)\[CH2:13][CH2:14][CH3:15]. Procedure details: As described in Example 99, (E)-3-(4-methoxyphenyl)-2-hexenal (6 g) was treated with (carbomethoxymethylene)triphenylphosphorane (11 g) in carbon tetrachloride (70 mL) and dichloromethane (15 mL) for 4 days at room temperature. The ester was isolated in the normal manner to give 6.7 g of (E,E)-5-(4-methoxyphenyl)-2,4-octadienoic acid methyl ester as an oil.